This data is from the Open Reaction Database (ORD), a public repository of structured organic reaction records. The task is: describe an organic reaction: reactants, conditions, products, and yield Reactants: CN(C)C=O, Clc1cc(Cl)c(CBr)cc1Cl, CC1(C)N=C(N)N=C(N)N1O. Yields the product Br, CC1(C)N=C(N)N=C(N)N1OCc1cc(Cl)c(Cl)cc1Cl. RXN SMILES: [CH3:23][N:24]([CH3:25])[CH:26]=[O:27].[Cl:12][c:13]1[c:14]([CH2:21][Br:22])[cH:15][c:16]([Cl:20])[c:17]([Cl:19])[cH:18]1.[NH2:1][C:2]1=[N:3][C:4]([CH3:10])([CH3:11])[N:5]([OH:9])[C:6]([NH2:8])=[N:7]1>>[BrH:22].[NH2:1][C:2]1=[N:3][C:4]([CH3:10])([CH3:11])[N:5]([O:9][CH2:21][c:14]2[c:13]([Cl:12])[cH:18][c:17]([Cl:19])[c:16]([Cl:20])[cH:15]2)[C:6]([NH2:8])=[N:7]1.